Task: describe an organic reaction: reactants, conditions, products, and yield. Dataset: the Open Reaction Database (ORD), a public repository of structured organic reaction records The reactants are C([O-])([O-])=O.[K+].[K+] (potassium carbonate), [N+](=O)(O)[O-].ClC1=CC=C(C=C1)SC(CN1C=NC=C1)CSC1=CC=C(C=C1)Cl (1-[2',3'-Bis(4"-chlorophenylthio)propyl]imidazole nitrate). Solvent: ClCCl (dichloromethane). Product: ClC1=CC=C(C=C1)SC(CN1C=NC=C1)CSC1=CC=C(C=C1)Cl (1-[2',3'-bis(4"-chlorophenylthio)propyl]-imidazole). As a reaction SMILES: [N+]([O-])(O)=O.[Cl:5][C:6]1[CH:11]=[CH:10][C:9]([S:12][CH:13]([CH2:20][S:21][C:22]2[CH:27]=[CH:26][C:25]([Cl:28])=[CH:24][CH:23]=2)[CH2:14][N:15]2[CH:19]=[CH:18][N:17]=[CH:16]2)=[CH:8][CH:7]=1.C(=O)([O-])[O-].[K+].[K+]>ClCCl>[Cl:5][C:6]1[CH:11]=[CH:10][C:9]([S:12][CH:13]([CH2:20][S:21][C:22]2[CH:23]=[CH:24][C:25]([Cl:28])=[CH:26][CH:27]=2)[CH2:14][N:15]2[CH:19]=[CH:18][N:17]=[CH:16]2)=[CH:8][CH:7]=1 |f:0.1,2.3.4|. Procedure details: 1-[2',3'-Bis(4"-chlorophenylthio)propyl]imidazole nitrate (2.3 g.) in 100 ml. of dichloromethane is shaken with excess dilute potassium carbonate solution until the salt is completely dissolved. The organic layer is then separated, washed twice with water, dried over magnesium sulfate and evaporated to yield 1-[2',3'-bis(4"-chlorophenylthio)propyl]-imidazole as a mobile gum. Reactants: C(C)(=O)SC(CC(=O)N1[C@H](C(=O)OC(C)(C)C)CCC1)C=1N=CN(C1)C(=O)OC(C)(C)C ((±)-1-[3-(acetylthio)-3-[1-[(1,1-dimethylethoxy)carbonyl]-1H-imidazol-4-yl]-1-oxopropyl]-L-proline, 1,1-dimethylethyl ester), C1(=CC=CC=C1)OC (anisole), Cl (HCl). Solvent: C(Cl)Cl (CH2Cl2). Reaction conditions: time 5 hour. Product: Cl.C(C)(=O)SC(CC(=O)N1[C@H](C(=O)O)CCC1)C=1N=CNC1 ((±)-1-[3-(Acetylthio)-3-(1H-imidazol-4-yl)-1-oxopropyl]-L-proline, hydrochloride). As a reaction SMILES: [C:1]([S:4][CH:5]([C:21]1[N:22]=[CH:23][N:24](C(OC(C)(C)C)=O)[CH:25]=1)[CH2:6][C:7]([N:9]1[CH2:20][CH2:19][CH2:18][C@H:10]1[C:11]([O:13]C(C)(C)C)=[O:12])=[O:8])(=[O:3])[CH3:2].C1(OC)C=CC=CC=1.[ClH:41]>C(Cl)Cl>[ClH:41].[C:1]([S:4][CH:5]([C:21]1[N:22]=[CH:23][NH:24][CH:25]=1)[CH2:6][C:7]([N:9]1[CH2:20][CH2:19][CH2:18][C@H:10]1[C:11]([OH:13])=[O:12])=[O:8])(=[O:3])[CH3:2] |f:4.5|. Reported procedure: A solution of 2.8 g (5.99 mmol) of (±)-1-[3-(acetylthio)-3-[1-[(1,1-dimethylethoxy)carbonyl]-1H-imidazol-4-yl]-1-oxopropyl]-L-proline, 1,1-dimethylethyl ester in 125 ml of CH2Cl2 and 6.5 ml (59.9 mmol) of anisole is cooled in an ice-water bath under nitrogen and saturated with HCl. The cold bath is removed and the stoppered flask is kept at ambient temperature for five hours. The reaction mixture is then concentrated in vacuo and the residue partitioned between 40 ml of water and 40 ml of diethy...